This data is from the Open Reaction Database (ORD), a public repository of structured organic reaction records. The task is: describe an organic reaction: reactants, conditions, products, and yield Starting materials: ClC1=CC(=CC=C1)C(=O)OO (m-chloroperbenzoic acid), C1OC=2C=C(CNC3=NC=NC4=CC=C(C=C34)S(=O)C)C=CC2O1 (4-(3,4-methylenedioxybenzyl)amino-6-methylsulfinylquinazoline). Run in C(Cl)(Cl)Cl (chloroform). Product: C1OC=2C=C(CNC3=NC=NC4=CC=C(C=C34)S(=O)(=O)C)C=CC2O1 (4-(3,4-Methylenedioxybenzyl)amino-6-methylsulfonylquinazoline). The yield is 81.2%. RXN SMILES: ClC1C=CC=C(C(OO)=[O:9])C=1.[CH2:12]1[O:35][C:34]2[CH:33]=[CH:32][C:16]([CH2:17][NH:18][C:19]3[C:28]4[C:23](=[CH:24][CH:25]=[C:26]([S:29]([CH3:31])=[O:30])[CH:27]=4)[N:22]=[CH:21][N:20]=3)=[CH:15][C:14]=2[O:13]1>C(Cl)(Cl)Cl>[CH2:12]1[O:35][C:34]2[CH:33]=[CH:32][C:16]([CH2:17][NH:18][C:19]3[C:28]4[C:23](=[CH:24][CH:25]=[C:26]([S:29]([CH3:31])(=[O:9])=[O:30])[CH:27]=4)[N:22]=[CH:21][N:20]=3)=[CH:15][C:14]=2[O:13]1. Reported procedure: A solution of 0.65 g (3.8 mmol) of m-chloroperbenzoic acid in 20 ml of chloroform was dropped into a solution of 1.00 g (2.93 mmol) of the 4-(3,4-methylenedioxybenzyl)amino-6-methylsulfinylquinazoline prepared in Example 137 under stirring at room temperature. The obtained mixture was stirred at room temperature for several hours, washed with a saturated aqueous solution of sodium hydrogencarbonate, dried over anhydrous magnesium sulfate and filtered. The filtrate was purified by silica gel colu... The reactants are C(C)C1=NC=2C(=NC(=CC2C)C)N1C1CCC2=CC(=CC=C12)[Sn](CCCC)(CCCC)CCCC (2-ethyl-5,7-dimethyl-3-(5-tributylstannanyl-indan-1-yl)-3H-imidazo[4,5-b]pyridine), BrC1=C(C#N)C=CC=C1 (2-bromobenzonitrile), PdCl2 (PPh3)2, O1CCOCC1 (dioxane). Conditions: temperature 23 celsius. The product is C(C)C1=NC=2C(=NC(=CC2C)C)N1C1CCC2=CC(=CC=C12)C1=C(C#N)C=CC=C1 (2-[1-(2-Ethyl-5,7-dimethyl-imidazo[4,5-b]pyridin-3-yl)-indan-5-yl]-benzonitrile). RXN SMILES: C([C:3]1[N:13]([CH:14]2[C:22]3[C:17](=[CH:18][C:19]([Sn](CCCC)(CCCC)CCCC)=[CH:20][CH:21]=3)[CH2:16][CH2:15]2)[C:6]2=[N:7][C:8]([CH3:12])=[CH:9][C:10]([CH3:11])=[C:5]2[N:4]=1)C.Br[C:37]1[CH:44]=[CH:43][CH:42]=[CH:41][C:38]=1[C:39]#[N:40].O1CCO[CH2:47][CH2:46]1>>[CH2:46]([C:3]1[N:13]([CH:14]2[C:22]3[C:17](=[CH:18][C:19]([C:37]4[CH:44]=[CH:43][CH:42]=[CH:41][C:38]=4[C:39]#[N:40])=[CH:20][CH:21]=3)[CH2:16][CH2:15]2)[C:6]2=[N:7][C:8]([CH3:12])=[CH:9][C:10]([CH3:11])=[C:5]2[N:4]=1)[CH3:47]. Reported procedure: To a solution of 2-ethyl-5,7-dimethyl-3-(5-tributylstannanyl-indan-1-yl)-3H-imidazo[4,5-b]pyridine (264 mg, 0.48 mmol) in anhydrous dioxane (1.5 mL) was added 2-bromobenzonitrile (109 mg, 0.6 mmol) and PdCl2 (PPh3)2 (34 mg, 0.048 mmol). The reaction mixture was heated under reflux for 17 hours, cooled to 23° C. and concentrated in vacuo. The crude residue was chromatographed on SiO2 -gel using 30% ethyl acetate/hexanes to give 100 mg of the desired product. 1H NMR (250 MHz, CDCl3): d 7.75 (1H, m... Reactants: CCN1CCOCC1, CCN=C=NCCCN(C)C, CN(C)C=O, NCc1ccc(F)cc1Cl, ClCCl, Cl, O=C(O)C1CCC(=O)N1c1ccccc1, On1nnc2ccccc21. The product is O=C(NCc1ccc(F)cc1Cl)C1CCC(=O)N1c1ccccc1. RXN SMILES: [CH2:36]([N:37]1[CH2:38][CH2:39][O:40][CH2:41][CH2:42]1)[CH3:43].[CH3:45][N:46]([CH3:47])[CH2:48][CH2:49][CH2:50][N:51]=[C:52]=[N:53][CH2:54][CH3:55].[CH3:59][N:60]([CH3:61])[CH:62]=[O:63].[Cl:26][c:27]1[c:28]([CH2:34][NH2:35])[cH:29][cH:30][c:31]([F:33])[cH:32]1.[Cl:56][CH2:57][Cl:58].[ClH:44].[O:1]=[C:2]1[CH2:3][CH2:4][CH:5]([C:13](=[O:14])[OH:15])[N:6]1[c:7]1[cH:8][cH:9][cH:10][cH:11][cH:12]1.[OH:16][n:17]1[c:18]2[cH:19][cH:20][cH:21][cH:22][c:23]2[n:24][n:25]1>>[O:1]=[C:2]1[CH2:3][CH2:4][CH:5]([C:13](=[O:15])[NH:35][CH2:34][c:28]2[c:27]([Cl:26])[cH:32][c:31]([F:33])[cH:30][cH:29]2)[N:6]1[c:7]1[cH:8][cH:9][cH:10][cH:11][cH:12]1. Reactants: OP(=O)(O)O (H3PO4), CS(=O)(=O)NC1=CC=C(C(=O)Cl)C=C1 (4-[(methylsulfonyl)amino]benzoyl chloride), N#N (N2), C(C)N(CCN)CCCCCCC (N-ethyl-N-heptyl-1,2-ethanediamine), C (charcoal). The solvent is CCO (EtOH), C1CCOC1 (THF). Yields the product P(=O)(O)(O)O.C(C)N(CCNC(C1=CC=C(C=C1)NS(=O)(=O)C)=O)CCCCCCC (N-[2-[Ethyl(heptyl)amino)ethyl]-4-[(methylsulfonyl)amino]benzamide hydrogen phosphate salt). RXN SMILES: [CH3:1][S:2]([NH:5][C:6]1[CH:14]=[CH:13][C:9]([C:10](Cl)=[O:11])=[CH:8][CH:7]=1)(=[O:4])=[O:3].N#N.[CH2:17]([N:19]([CH2:23][CH2:24][CH2:25][CH2:26][CH2:27][CH2:28][CH3:29])[CH2:20][CH2:21][NH2:22])[CH3:18].[OH:30][P:31]([OH:34])([OH:33])=[O:32].C>C1COCC1.CCO>[P:31]([OH:34])([OH:33])([OH:32])=[O:30].[CH2:17]([N:19]([CH2:23][CH2:24][CH2:25][CH2:26][CH2:27][CH2:28][CH3:29])[CH2:20][CH2:21][NH:22][C:10](=[O:11])[C:9]1[CH:13]=[CH:14][C:6]([NH:5][S:2]([CH3:1])(=[O:4])=[O:3])=[CH:7][CH:8]=1)[CH3:18] |f:7.8|. Reported procedure: Dissolve 5.66 g (0.024 moles) 4-[(methylsulfonyl)amino]benzoyl chloride in 40 ml THF. Chill the solution on an ice/MeOH bath under a stream of N2. Add dropwise 4.5 g (0.024 moles) N-ethyl-N-heptyl-1,2-ethanediamine to the room temperature for about 24 hours. Follow the progress of the reaction by thin layer chromatography on silica gel (Acetonitrile: MeOH: Ammonia, 85:10:5). At the completion of the reaction, remove the solvents in vacuo. Dissolve the resulting oil in 10% K2CO3 solution and extr... The reactants are C=C(Br)CBr, CCOC(=O)C(NC(C)=O)C(=O)OCC, [H-], [Na+], C1CCOC1. Product: C=C(Br)CCC(=O)NC(C(=O)OCC)C(=O)OCC. Reaction SMILES: [Br:16][C:17](=[CH2:18])[CH2:19][Br:20].[C:1]([CH3:2])(=[O:3])[NH:4][CH:5]([C:6](=[O:7])[O:8][CH2:9][CH3:10])[C:11](=[O:12])[O:13][CH2:14][CH3:15].[H-:21].[Na+:22].[O:23]1[CH2:24][CH2:25][CH2:26][CH2:27]1>>[C:1]([CH2:2][CH2:19][C:17]([Br:16])=[CH2:18])(=[O:3])[NH:4][CH:5]([C:6](=[O:7])[O:8][CH2:9][CH3:10])[C:11](=[O:12])[O:13][CH2:14][CH3:15]. Starting materials: O=C([O-])[O-], CNS(C)(=O)=O, [K+], [K+], O=[N+]([O-])c1ccccc1CCl, O. The product is CN(Cc1ccccc1[N+](=O)[O-])S(C)(=O)=O. Reaction SMILES: [C:1](=[O:2])([O-:3])[O-:4].[CH3:7][NH:8][S:9](=[O:10])(=[O:11])[CH3:12].[K+:5].[K+:6].[N+:13](=[O:14])([O-:15])[c:16]1[c:17]([CH2:18][Cl:19])[cH:20][cH:21][cH:22][cH:23]1.[OH2:24]>>[CH3:7][N:8]([S:9](=[O:10])(=[O:11])[CH3:12])[CH2:18][c:17]1[c:16]([N+:13](=[O:14])[O-:15])[cH:23][cH:22][cH:21][cH:20]1. Starting materials: Cl.C(C)N=C=NCCCN(C)C (N1-((ethylimino)methylene)-N3,N3-dimethylpropane-1,3-diamine hydrochloride), O=C1N(CCC1(C1=CC=CC=C1)C1=CC=CC=C1)CC(=O)O (2-(2-oxo-3,3-diphenylpyrrolidin-1-yl)acetic acid), FC(C1=CC=C(C=N1)CN)(F)F ((6-(trifluoromethyl)pyridin-3-yl)methanamine). Solvent: ClCCl (dichloromethane). Reaction conditions: time 8 hour. The product is O=C1N(CCC1(C1=CC=CC=C1)C1=CC=CC=C1)CC(=O)NCC=1C=NC(=CC1)C(F)(F)F (2-(2-oxo-3,3-diphenylpyrrolidin-1-yl)-N-{[6-(trifluoromethyl)pyridin-3-yl]methyl}acetamide). RXN SMILES: Cl.C(N=C=NCCCN(C)C)C.[O:13]=[C:14]1[C:18]([C:25]2[CH:30]=[CH:29][CH:28]=[CH:27][CH:26]=2)([C:19]2[CH:24]=[CH:23][CH:22]=[CH:21][CH:20]=2)[CH2:17][CH2:16][N:15]1[CH2:31][C:32](O)=[O:33].[F:35][C:36]([F:46])([F:45])[C:37]1[N:42]=[CH:41][C:40]([CH2:43][NH2:44])=[CH:39][CH:38]=1>ClCCl>[O:13]=[C:14]1[C:18]([C:25]2[CH:30]=[CH:29][CH:28]=[CH:27][CH:26]=2)([C:19]2[CH:20]=[CH:21][CH:22]=[CH:23][CH:24]=2)[CH2:17][CH2:16][N:15]1[CH2:31][C:32]([NH:44][CH2:43][C:40]1[CH:41]=[N:42][C:37]([C:36]([F:46])([F:35])[F:45])=[CH:38][CH:39]=1)=[O:33] |f:0.1|. Procedure details: N1-((ethylimino)methylene)-N3,N3-dimethylpropane-1,3-diamine hydrochloride (0.049 g, 0.254 mmol), 2-(2-oxo-3,3-diphenylpyrrolidin-1-yl)acetic acid (Example 1C, 0.050 g, 0.169 mmol) and (6-(trifluoromethyl)pyridin-3-yl)methanamine (0.033 g, 0.186 mmol) were combined and stirred together in dichloromethane (0.5 mL) at room temperature. After stirring overnight, the reaction was loaded directly onto a SF15-12 silica gel column (Analogix®, Burlington, Wis.), and the title compound was eluted using a...